Task: describe an organic reaction: reactants, conditions, products, and yield. Dataset: the Open Reaction Database (ORD), a public repository of structured organic reaction records Reaction SMILES: [CH3:4][C:5]([O:6][C:7](=[O:8])[CH3:9])=[O:10].[CH:1](=[O:2])[OH:3].[CH:40]([Cl:41])([Cl:42])[Cl:43].[ClH:11].[NH2:12][CH2:13][c:14]1[c:15]([F:38])[cH:16][c:17]([C:20](=[O:21])[N:22]2[c:23]3[c:24]([cH:33][c:34]([CH3:37])[cH:35][cH:36]3)[NH:25][c:26]3[n:27]([CH3:32])[n:28][cH:29][c:30]3[CH2:31]2)[cH:18][cH:19]1.[OH2:39]>>[CH:1](=[O:3])[NH:12][CH2:13][c:14]1[c:15]([F:38])[cH:16][c:17]([C:20](=[O:21])[N:22]2[c:23]3[c:24]([cH:33][c:34]([CH3:37])[cH:35][cH:36]3)[NH:25][c:26]3[n:27]([CH3:32])[n:28][cH:29][c:30]3[CH2:31]2)[cH:18][cH:19]1. The product is Cc1ccc2c(c1)Nc1c(cnn1C)CN2C(=O)c1ccc(CNC=O)c(F)c1. Starting materials: CC(=O)OC(C)=O, O=CO, ClC(Cl)Cl, Cl, Cc1ccc2c(c1)Nc1c(cnn1C)CN2C(=O)c1ccc(CN)c(F)c1, O. Reactants: CC(C)Br, COc1ccc(CC#N)cc1, [Na+], [OH-], c1ccccc1. The product is COc1ccc(C(C#N)C(C)C)cc1. As a reaction SMILES: [Br:14][CH:15]([CH3:16])[CH3:17].[CH3:3][O:4][c:5]1[cH:6][cH:7][c:8]([CH2:11][C:12]#[N:13])[cH:9][cH:10]1.[Na+:2].[OH-:1].[cH:18]1[cH:19][cH:20][cH:21][cH:22][cH:23]1>>[CH3:3][O:4][c:5]1[cH:6][cH:7][c:8]([CH:11]([C:12]#[N:13])[CH:15]([CH3:16])[CH3:17])[cH:9][cH:10]1. Starting materials: C(C1=CC=CC=C1)OC1=C(C=C(C=C1)C(F)(F)F)B(O)O (2-benzyloxy-5-trifluoromethylphenylboronic acid), C(C)OC(C1=CC(=CC=C1N)C1=C(CCC1)Br)=O (3-(2-bromocyclopent-1-enyl)-6-aminobenzoic acid ethyl ester). The product is C(C)OC(C1=CC(=CC=C1N)C1=C(CCC1)C1=C(C=CC(=C1)C(F)(F)F)OCC1=CC=CC=C1)=O (3-{2-[5-Trifluoromethyl-2-(benzyloxy)phenyl]cyclopent-1-enyl}-6-aminobenzoic acid ethyl ester). Reaction SMILES: [CH2:1]([O:8][C:9]1[CH:14]=[CH:13][C:12]([C:15]([F:18])([F:17])[F:16])=[CH:11][C:10]=1B(O)O)[C:2]1[CH:7]=[CH:6][CH:5]=[CH:4][CH:3]=1.[CH2:22]([O:24][C:25](=[O:39])[C:26]1[C:31]([NH2:32])=[CH:30][CH:29]=[C:28]([C:33]2[CH2:37][CH2:36][CH2:35][C:34]=2Br)[CH:27]=1)[CH3:23]>>[CH2:22]([O:24][C:25](=[O:39])[C:26]1[C:31]([NH2:32])=[CH:30][CH:29]=[C:28]([C:33]2[CH2:37][CH2:36][CH2:35][C:34]=2[C:10]2[CH:11]=[C:12]([C:15]([F:18])([F:17])[F:16])[CH:13]=[CH:14][C:9]=2[O:8][CH2:1][C:2]2[CH:7]=[CH:6][CH:5]=[CH:4][CH:3]=2)[CH:27]=1)[CH3:23]. Reported procedure: Prepared by general procedure C(iii) but using 2-benzyloxy-5-trifluoromethylphenylboronic acid instead of 2-benzyloxy-5-chlorophenylboronic acid and 3-(2-bromocyclopent-1-enyl)-6-aminobenzoic acid ethyl ester instead of 3-(2-bromo-cyclopent-1-enyl)-6-methylbenzoic acid ethyl ester. The reactants are NC1=C2C(=NC=N1)N(N=C2C#CC2=CC(=CC(=C2)OC)OC)[C@H]2C[C@H](N(C2)C(=O)OC(C)(C)C)CO[Si](C2=CC=CC=C2)(C2=CC=CC=C2)C(C)(C)C ((2S,4S)-tert-butyl 4-(4-amino-3-((3,5-dimethoxyphenyl)ethynyl)-1H-pyrazolo[3,4-d]pyrimidin-1-yl)-2-((tert-butyldiphenylsilyloxy)methyl)pyrrolidine-1-carboxylate), [F-].C(CCC)[N+](CCCC)(CCCC)CCCC (tetrabutylammonium fluoride). The solvent is C1CCOC1 (THF). Reaction conditions: time 8 hour. Yields the product NC1=C2C(=NC=N1)N(N=C2C#CC2=CC(=CC(=C2)OC)OC)[C@H]2C[C@H](N(C2)C(=O)OC(C)(C)C)CO ((2S,4S)-tert-butyl 4-(4-amino-3-((3,5-dimethoxyphenyl)ethynyl)-1H-pyrazolo[3,4-d]pyrimidin-1-yl)-2-(hydroxymethyl)pyrrolidine-1-carboxylate). RXN SMILES: [NH2:1][C:2]1[N:7]=[CH:6][N:5]=[C:4]2[N:8]([C@@H:23]3[CH2:27][N:26]([C:28]([O:30][C:31]([CH3:34])([CH3:33])[CH3:32])=[O:29])[C@H:25]([CH2:35][O:36][Si](C(C)(C)C)(C4C=CC=CC=4)C4C=CC=CC=4)[CH2:24]3)[N:9]=[C:10]([C:11]#[C:12][C:13]3[CH:18]=[C:17]([O:19][CH3:20])[CH:16]=[C:15]([O:21][CH3:22])[CH:14]=3)[C:3]=12.[F-].C([N+](CCCC)(CCCC)CCCC)CCC>C1COCC1>[NH2:1][C:2]1[N:7]=[CH:6][N:5]=[C:4]2[N:8]([C@@H:23]3[CH2:27][N:26]([C:28]([O:30][C:31]([CH3:32])([CH3:33])[CH3:34])=[O:29])[C@H:25]([CH2:35][OH:36])[CH2:24]3)[N:9]=[C:10]([C:11]#[C:12][C:13]3[CH:14]=[C:15]([O:21][CH3:22])[CH:16]=[C:17]([O:19][CH3:20])[CH:18]=3)[C:3]=12 |f:1.2|. Reported procedure: (2S,4S)-tert-butyl 4-(4-amino-3-((3,5-dimethoxyphenyl)ethynyl)-1H-pyrazolo[3,4-d]pyrimidin-1-yl)-2-((tert-butyldiphenylsilyloxy)methyl)pyrrolidine-1-carboxylate (25 mg) obtained in Step 4 above was dissolved in THF (1.0 ml). Silica gel-supported tetrabutylammonium fluoride (upto 1.5 mmol/g, 34 mg) was added thereto, followed by stirring overnight. Silica gel-supported tetrabutylammonium fluoride (upto 1.5 mmol/g, 30 mg) was further added thereto, and the mixture was further stirred for 2 days. A...